From a dataset of the Open Reaction Database (ORD), a public repository of structured organic reaction records. describe an organic reaction: reactants, conditions, products, and yield The reactants are N(=O)[O-].[Na+] (sodium nitrite), S(O)(O)(=O)=O (sulfuric acid), NC=1C=CC(=C(C(=O)O)C1)C (5-amino-2-methylbenzoic acid), S(O)(O)(=O)=O (sulfuric acid), ice, CC(OCC)=O (EA). Run in O (water), O (water), O (water), O (water). Reaction conditions: time 30 minute. Product: OC=1C=CC(=C(C(=O)O)C1)C (5-Hydroxy-2-methylbenzoic acid). RXN SMILES: N[C:2]1[CH:3]=[CH:4][C:5]([CH3:11])=[C:6]([CH:10]=1)[C:7]([OH:9])=[O:8].S(=O)(=O)(O)[OH:13].N([O-])=O.[Na+].CC(=O)OCC>O>[OH:13][C:2]1[CH:3]=[CH:4][C:5]([CH3:11])=[C:6]([CH:10]=1)[C:7]([OH:9])=[O:8] |f:2.3|. Procedure: To a mixture of 4.27 g 5-amino-2-methylbenzoic acid (see below), 6 ml concentrated sulfuric acid and 10 ml water, 50 ml ice are added, and a solution of 2.1 g sodium nitrite in 15 ml water is added drop wise, maintaining a temperature of the reaction mixture below 7° C. After stirring this mixture for further 30 min, it is added drop wise to a refluxing mixture of 20 ml concentrated sulfuric acid and 20 ml water. The resulting mixture is held under reflux for further 10 min and stirred over nigh... Reactants: CC(C)(C)O, O=C(Cl)OC(Cl)C(Cl)(Cl)Cl, ClCCl, O, c1ccncc1. The product is CC(C)(C)OC(=O)OC(Cl)C(Cl)(Cl)Cl. Reaction SMILES: [CH3:11][C:12]([CH3:13])([CH3:14])[OH:15].[Cl:1][C:2](=[O:3])[O:4][CH:5]([C:6]([Cl:7])([Cl:8])[Cl:9])[Cl:10].[Cl:23][CH2:24][Cl:25].[OH2:22].[cH:16]1[cH:17][cH:18][n:19][cH:20][cH:21]1>>[C:2](=[O:3])([O:4][CH:5]([C:6]([Cl:7])([Cl:8])[Cl:9])[Cl:10])[O:15][C:12]([CH3:11])([CH3:13])[CH3:14]. The reactants are O=C1N(C(C2=CC=CC=C12)=O)CC(=O)N1CC2CCC(C1)N2C(=O)OC(C)(C)C (tert-Butyl 3-[(1,3-dioxo-1,3-dihydro-2H-isoindol-2-yl)acetyl]-3,8-diazabicyclo[3.2.1]octane-8-carboxylate), O.NN (hydrazine monohydrate). Run in CCO (EtOH). Yields the product NCC(=O)N1CC2CCC(C1)N2C(=O)OC(C)(C)C (tert-Butyl 3-(aminoacetyl)-3.8-diazabicyclo[3.2.1 ]octane-8-carboxylate). The yield is 42.5%. Reaction SMILES: O=C1C2C(=CC=CC=2)C(=O)[N:3]1[CH2:12][C:13]([N:15]1[CH2:21][CH:20]2[N:22]([C:23]([O:25][C:26]([CH3:29])([CH3:28])[CH3:27])=[O:24])[CH:17]([CH2:18][CH2:19]2)[CH2:16]1)=[O:14].O.NN>CCO>[NH2:3][CH2:12][C:13]([N:15]1[CH2:16][CH:17]2[N:22]([C:23]([O:25][C:26]([CH3:29])([CH3:28])[CH3:27])=[O:24])[CH:20]([CH2:19][CH2:18]2)[CH2:21]1)=[O:14] |f:1.2|. Procedure details: To a stirred solution of tert-Butyl 3-[(1,3-dioxo-1,3-dihydro-2H-isoindol-2-yl)acetyl]-3,8-diazabicyclo[3.2.1]octane-8-carboxylate (70.0 mg, 0.187 mmol) in EtOH (1.9 mL) was added hydrazine monohydrate (19.0 mg, 0.375 mmol) at room temperature and the mixture was refluxed for 1 h. After cooling, the precipitates formed were filtered off. The filtrate was evaporated in vacuo and the residue was purified by preparative TLC (SiO2, 20×20 cm, 1 mm, CH2Cl2/MeOH/aqueous NH3=92/6/2) to afford a product ... Starting materials: CCN(C(C)C)C(C)C, ClCCl, CCCCCCCCCCCCS(=O)(=O)Cl, O=[N+]([O-])C=C1NCCCS1, O. Product: CCCCCCCCCCCCS(=O)(=O)N1CCCSC1=C[N+](=O)[O-]. As a reaction SMILES: [CH2:11]([N:12]([CH:13]([CH3:14])[CH3:15])[CH:16]([CH3:17])[CH3:18])[CH3:19].[CH2:20]([Cl:21])[Cl:22].[CH2:23]([CH2:24][CH2:25][CH2:26][CH2:27][CH2:28][CH2:29][CH2:30][CH2:31][CH2:32][CH2:33][CH3:34])[S:35](=[O:36])(=[O:37])[Cl:38].[N+:1](=[O:2])([O-:3])[CH:4]=[C:5]1[S:6][CH2:7][CH2:8][CH2:9][NH:10]1.[OH2:39]>>[N+:1](=[O:2])([O-:3])[CH:4]=[C:5]1[S:6][CH2:7][CH2:8][CH2:9][N:10]1[S:35]([CH2:23][CH2:24][CH2:25][CH2:26][CH2:27][CH2:28][CH2:29][CH2:30][CH2:31][CH2:32][CH2:33][CH3:34])(=[O:36])=[O:37]. The reactants are C(=O)C=1C=C(C=CC1)C(CC(=O)OCC)C (ethyl 3-(3-formylphenyl)butanoate), [Br-].C1(=CC=CC=C1)[P+](CC1=C(CCCC1(C)C)C)(C1=CC=CC=C1)C1=CC=CC=C1 (triphenyl((2,6,6-trimethylcyclohex-1-enyl)methyl)phosphonium bromide). Product: CC1=C(C(CCC1)(C)C)/C=C/C=1C=C(C=CC1)C(CC(=O)OCC)C ((E)-ethyl 3-(3-(2-(2,6,6-trimethylcyclohex-1-enyl)vinyl)phenyl)butanoate). RXN SMILES: [CH:1]([C:3]1[CH:4]=[C:5]([CH:9]([CH3:16])[CH2:10][C:11]([O:13][CH2:14][CH3:15])=[O:12])[CH:6]=[CH:7][CH:8]=1)=O.[Br-].C1([P+](C2C=CC=CC=2)(C2C=CC=CC=2)[CH2:25][C:26]2[C:31]([CH3:33])([CH3:32])[CH2:30][CH2:29][CH2:28][C:27]=2[CH3:34])C=CC=CC=1>>[CH3:34][C:27]1[CH2:28][CH2:29][CH2:30][C:31]([CH3:33])([CH3:32])[C:26]=1/[CH:25]=[CH:1]/[C:3]1[CH:4]=[C:5]([CH:9]([CH3:16])[CH2:10][C:11]([O:13][CH2:14][CH3:15])=[O:12])[CH:6]=[CH:7][CH:8]=1 |f:1.2|. Procedure details: Coupling of ethyl 3-(3-formylphenyl)butanoate with Wittig reagent 24 following the method used in Example 1 gave (E)-ethyl 3-(3-(2-(2,6,6-trimethylcyclohex-1-enyl)vinyl)phenyl)butanoate as a colorless oil. Yield (0.383 g, 81%): 1H NMR (500 MHz, CDCl3) δ 7.25 (m, 3H), 7.07 (m, 1H), 6.66 (dd, J=16.3, 0.68 Hz, 1H), 6.31 (d, J=16.3 Hz, 1H), 4.09 (q, J=7.0 Hz, 2H), 3.28 (m, 1H), 2.65-2.52 (m, 2H), 2.04 (t, J=6.2 Hz, 2H), 1.76 (s, 3H), 1.64 (m, 2H), 1.49 (m, 2H), 1.30 (d, J=6.9 Hz, 3H), 1.20 (t, J=7.0... Starting materials: CC1(C)C(=O)N(Br)C(=O)N1Br, ClCCl, Nc1ccc(S(F)(F)(F)(F)F)cc1. The product is Nc1ccc(S(F)(F)(F)(F)F)cc1Br. RXN SMILES: [Br:14][N:15]1[C:16]([CH3:17])([CH3:18])[C:19](=[O:20])[N:21]([Br:22])[C:23]1=[O:24].[Cl:25][CH2:26][Cl:27].[NH2:1][c:2]1[cH:3][cH:4][c:5]([S:8]([F:9])([F:10])([F:11])([F:12])[F:13])[cH:6][cH:7]1>>[NH2:1][c:2]1[c:3]([Br:14])[cH:4][c:5]([S:8]([F:9])([F:10])([F:11])([F:12])[F:13])[cH:6][cH:7]1. The product is C(C=C)OC=1C=CC(=C(C1)C(=O)C1=CC=C(C=C1)C(C)C)N ((5-allyloxy-2-amino-phenyl)-(4-isopropyl-phenyl)-methanone). The reactants are ice, C(C=C)OC=1C=CC(=C(C1)C(=O)C1=CC=C(C=C1)C(C)C)[N+](=O)[O-] ((5-allyloxy-2-nitro-phenyl)-(4-isopropyl-phenyl)-methanone). Reaction SMILES: [CH2:1]([O:4][C:5]1[CH:6]=[CH:7][C:8]([N+:22]([O-])=O)=[C:9]([C:11]([C:13]2[CH:18]=[CH:17][C:16]([CH:19]([CH3:21])[CH3:20])=[CH:15][CH:14]=2)=[O:12])[CH:10]=1)[CH:2]=[CH2:3]>C(O)(=O)C.[Fe]>[CH2:1]([O:4][C:5]1[CH:6]=[CH:7][C:8]([NH2:22])=[C:9]([C:11]([C:13]2[CH:14]=[CH:15][C:16]([CH:19]([CH3:20])[CH3:21])=[CH:17][CH:18]=2)=[O:12])[CH:10]=1)[CH:2]=[CH2:3]. Reagents/catalysts: [Fe] (iron). Procedure details: To an ice chilled solution of 16 g (5-allyloxy-2-nitro-phenyl)-(4-isopropyl-phenyl)-methanone in 65 ml acetic acid are added 21.8 g iron powder. A precipitate that is formed is brought into solution by addition of additional acetic acid. After stirring for 16 h at r.t. the reaction mixture is filtered and basified by addition of aqueous potassium hydroxide solution. Extraction with dichloromethane yields (5-allyloxy-2-amino-phenyl)-(4-isopropyl-phenyl)-methanone. Conditions: time 16 hour. Run in C(C)(=O)O (acetic acid), C(C)(=O)O (acetic acid). Reactants: C1CCOC1, COC(=O)CCCOc1c(C)cc2cccnc2c1N1CCCN(Cc2csc(N3CCC(O)CC3)n2)CC1, CO, [Na+], [OH-]. Yields the product Cc1cc2cccnc2c(N2CCCN(Cc3csc(N4CCC(O)CC4)n3)CC2)c1OCCCC(=O)O. As a reaction SMILES: [CH2:44]1[O:45][CH2:46][CH2:47][CH2:48]1.[CH3:1][O:2][C:3]([CH2:4][CH2:5][CH2:6][O:7][c:8]1[c:9]([CH3:38])[cH:10][c:11]2[cH:12][cH:13][cH:14][n:15][c:16]2[c:17]1[N:18]1[CH2:19][CH2:20][N:21]([CH2:25][c:26]2[n:27][c:28]([N:31]3[CH2:32][CH2:33][CH:34]([OH:37])[CH2:35][CH2:36]3)[s:29][cH:30]2)[CH2:22][CH2:23][CH2:24]1)=[O:39].[CH3:42][OH:43].[Na+:41].[OH-:40]>>[O:2]=[C:3]([CH2:4][CH2:5][CH2:6][O:7][c:8]1[c:9]([CH3:38])[cH:10][c:11]2[cH:12][cH:13][cH:14][n:15][c:16]2[c:17]1[N:18]1[CH2:19][CH2:20][N:21]([CH2:25][c:26]2[n:27][c:28]([N:31]3[CH2:32][CH2:33][CH:34]([OH:37])[CH2:35][CH2:36]3)[s:29][cH:30]2)[CH2:22][CH2:23][CH2:24]1)[OH:39]. RXN SMILES: Br[C:2]1[CH:3]=[C:4]2[C:8](=[CH:9][CH:10]=1)[NH:7][CH:6]=[C:5]2[CH2:11][CH2:12][CH2:13][N:14]1[C:22](=[O:23])[C:21]2[C:16](=[CH:17][CH:18]=[CH:19][CH:20]=2)[C:15]1=[O:24].[CH3:25][N:26]1CCCC1=O.N>C(OCC)(=O)C>[O:24]=[C:15]1[C:16]2[C:21](=[CH:20][CH:19]=[CH:18][CH:17]=2)[C:22](=[O:23])[N:14]1[CH2:13][CH2:12][CH2:11][C:5]1[C:4]2[C:8](=[CH:9][CH:10]=[C:2]([C:25]#[N:26])[CH:3]=2)[NH:7][CH:6]=1. Procedure: 2-[3-[5-Bromo-1H-indol-3-yl]propyl]-1H-isoindole-1,3-(2H)-dione (8.43 g) and cuprous cyanide (3.2 g) were added to N-methyl-2-pyrrolidinone (20 ml) under a nitrogen atmosphere. The stirred mixture was heated to reflux over 25 min. and maintained at reflux for 45 min. It was then cooled to room temperature and poured onto ice-water (300 g). Concentrated aqueous ammonia (40 ml) and ethyl acetate (300 ml) were added and the mixture was stirred vigorously for 20 min. The brown organic layer was sepa... Run in C(C)(=O)OCC (ethyl acetate). Reactants: BrC=1C=C2C(=CNC2=CC1)CCCN1C(C2=CC=CC=C2C1=O)=O (2-[3-[5-Bromo-1H-indol-3-yl]propyl]-1H-isoindole-1,3-(2H)-dione), cuprous cyanide, CN1C(CCC1)=O (N-methyl-2-pyrrolidinone), N (ammonia). Conditions: time 20 minute. Product: O=C1N(C(C2=CC=CC=C12)=O)CCCC1=CNC2=CC=C(C=C12)C#N (3-[3-(1,3-Dihydro-1,3-dioxo-2H-isoindol-2-yl)propyl]-1H-indole-5-carbonitrile). The reactants are BrCc1ccccc1, O=C([O-])[O-], [K+], [K+], CN(C)C=O, O, Cc1c[nH]c(=O)[nH]c1=O. Product: Cc1cn(Cc2ccccc2)c(=O)[nH]c1=O. RXN SMILES: [Br:10][CH2:11][c:12]1[cH:13][cH:14][cH:15][cH:16][cH:17]1.[C:18](=[O:19])([O-:20])[O-:21].[K+:22].[K+:23].[O:24]=[CH:25][N:26]([CH3:27])[CH3:28].[OH2:29].[nH:1]1[c:2](=[O:3])[nH:4][c:5](=[O:6])[c:7]([CH3:8])[cH:9]1>>[n:1]1([CH2:11][c:12]2[cH:13][cH:14][cH:15][cH:16][cH:17]2)[c:2](=[O:3])[nH:4][c:5](=[O:6])[c:7]([CH3:8])[cH:9]1.